This data is from the Open Reaction Database (ORD), a public repository of structured organic reaction records. The task is: describe an organic reaction: reactants, conditions, products, and yield The reactants are C1CCOC1, C[Si](C)(C)[N-][Si](C)(C)C, Cc1cc(=O)oc2ccc(C#N)cc12, O=C(Cl)c1cccc(Cl)c1, [Li+]. Product: N#Cc1ccc2oc(=O)cc(CC(=O)c3cccc(Cl)c3)c2c1. RXN SMILES: [CH2:35]1[O:36][CH2:37][CH2:38][CH2:39]1.[CH3:16][Si:17]([N-:18][Si:19]([CH3:20])([CH3:21])[CH3:22])([CH3:23])[CH3:24].[CH3:1][c:2]1[cH:3][c:4](=[O:14])[o:5][c:6]2[cH:7][cH:8][c:9]([C:12]#[N:13])[cH:10][c:11]12.[Cl:25][c:26]1[cH:27][c:28]([C:29](=[O:30])[Cl:31])[cH:32][cH:33][cH:34]1.[Li+:15]>>[CH2:1]([c:2]1[cH:3][c:4](=[O:14])[o:5][c:6]2[cH:7][cH:8][c:9]([C:12]#[N:13])[cH:10][c:11]12)[C:29]([c:28]1[cH:27][c:26]([Cl:25])[cH:34][cH:33][cH:32]1)=[O:30]. Reactants: C1CCOC1, [H-], CI, [Na+], CCC(=O)NCC1CC1c1cccc2c1CCO2. The product is CCC(=O)N(C)CC1CC1c1cccc2c1CCO2. As a reaction SMILES: [CH2:23]1[O:24][CH2:25][CH2:26][CH2:27]1.[H-:19].[I:21][CH3:22].[Na+:20].[O:1]1[CH2:2][CH2:3][c:4]2[c:5]1[cH:6][cH:7][cH:8][c:9]2[CH:10]1[CH:11]([CH2:13][NH:14][C:15]([CH2:16][CH3:17])=[O:18])[CH2:12]1>>[O:1]1[CH2:2][CH2:3][c:4]2[c:5]1[cH:6][cH:7][cH:8][c:9]2[CH:10]1[CH:11]([CH2:13][N:14]([C:15]([CH2:16][CH3:17])=[O:18])[CH3:22])[CH2:12]1. Conditions: time 4 hour. Reactants: C(N)(=O)N1C(C=CC1=O)=O (N-carbamylmaleimide), C(CCC)O (n-butanol), C8, O (water). Yields the product C(\C=C/C(NC(N)=O)=O)(=O)OCCCC (Butyl Maleurate). RXN SMILES: [C:1]([N:4]1[C:8](=[O:9])[CH:7]=[CH:6][C:5]1=[O:10])(=[O:3])[NH2:2].[CH2:11](O)[CH2:12][CH2:13][CH3:14].[OH2:16]>[Cl-].[Zn+2].[Cl-].CC#N.O>[C:5]([O:10][CH2:11][CH2:12][CH2:13][CH3:14])(=[O:16])/[CH:6]=[CH:7]\[C:8](=[O:9])[NH:4][C:1](=[O:3])[NH2:2] |f:3.4.5,6.7|. The yield is 93.0%. Reported procedure: A mixture of 140 g of N-carbamylmaleimide (1 mole), 1.36 g of zinc chloride (0.01 moles) and 150 g of n-butanol (2 moles) was heated to reflux. After 4 hours, the mixture was poured into 400 mL of water and cooled to room temperature. The butyl maleurate was filtered, washed with water and dried to afford 200 g (93% yield). M.P.: 97°-90° C.; 1H NMR (CDCl3): δ10.6 (brs, 1H), 8.2 (brs, 1H), 6.3 (AB, 2H), 5.9 (brs, 1H), 4.2 (t, 2H), 1.6 (m, 2H), 1.4 (m, 2H), 0.9 (t, 3H); HPLC (20 to 40% CH3CN/H2O o... Run in CC#N.O (CH3CN H2O). Reagents/catalysts: [Cl-].[Zn+2].[Cl-] (zinc chloride).